This data is from the Open Reaction Database (ORD), a public repository of structured organic reaction records. The task is: describe an organic reaction: reactants, conditions, products, and yield Starting materials: C1(CCCC1)C1=NC(C(N(C2=C1C=CC=C2)CCC)=O)NC(=O)OCC2=CC=CC=C2 (5-cyclopentyl-1,3-dihydro-1-propyl-3(R,S)-[(benzyloxycarbonyl)amino]-2H-1,4-benzodiazepin-2-one), Br (hydrobromic acid), CCOCC (ether). The solvent is C(C)(=O)O (acetic acid). Run at time 2 hour. The product is NC1C(N(C2=C(C(=N1)C1CCCC1)C=CC=C2)CCC)=O (3(R,S)-Amino-5-cyclopentyl-1,3-dihydro-1-propyl-2H-1,4-benzodiazepin-2-one). Isolated yield 96.4%. Reaction SMILES: [CH:1]1([C:6]2[C:12]3[CH:13]=[CH:14][CH:15]=[CH:16][C:11]=3[N:10]([CH2:17][CH2:18][CH3:19])[C:9](=[O:20])[CH:8]([NH:21]C(OCC3C=CC=CC=3)=O)[N:7]=2)[CH2:5][CH2:4][CH2:3][CH2:2]1.Br.CCOCC>C(O)(=O)C>[NH2:21][CH:8]1[N:7]=[C:6]([CH:1]2[CH2:2][CH2:3][CH2:4][CH2:5]2)[C:12]2[CH:13]=[CH:14][CH:15]=[CH:16][C:11]=2[N:10]([CH2:17][CH2:18][CH3:19])[C:9]1=[O:20]. Procedure details: To 5-cyclopentyl-1,3-dihydro-1-propyl-3(R,S)-[(benzyloxycarbonyl)amino]-2H-1,4-benzodiazepin-2-one (507 mg, 1.21 mmol) was added 45% hydrobromic acid in acetic acid (1 ml) and the mixture stirred at room temperature for 2 h. Anhydrous ether (10 ml) was then added and the mixture was stirred for 1.5 h before removing the solvent by pipette. The resulting solid was washed with more ether, filtered off and washed again with ether, before partitioning between dichloromethane (30 ml) and 2N sodium hy... The reactants are N#Cc1cc(-c2ccccc2)c[nH]c1=O, O=P(Cl)(Cl)Cl. The product is N#Cc1cc(-c2ccccc2)cnc1Cl. RXN SMILES: [C:6](#[N:7])[c:8]1[c:9](=[O:20])[nH:10][cH:11][c:12](-[c:14]2[cH:15][cH:16][cH:17][cH:18][cH:19]2)[cH:13]1.[P:1]([Cl:2])([Cl:3])([Cl:4])=[O:5]>>[Cl:3][c:9]1[c:8]([C:6]#[N:7])[cH:13][c:12](-[c:14]2[cH:15][cH:16][cH:17][cH:18][cH:19]2)[cH:11][n:10]1. Product: CC1CCc2cc(Cl)cc3c2N1C(=O)C3=O. Reaction SMILES: [C:21]([Cl:22])([Cl:23])([Cl:24])[Cl:25].[CH3:1][CH:2]1[N:3]2[c:4]3[c:5]([cH:6][cH:7][cH:8][c:9]3[CH2:10][CH2:11]1)[C:12](=[O:15])[C:13]2=[O:14].[S:16]([Cl:17])(=[O:18])([Cl:19])=[O:20]>>[CH3:1][CH:2]1[N:3]2[c:4]3[c:5]([cH:6][c:7]([Cl:19])[cH:8][c:9]3[CH2:10][CH2:11]1)[C:12](=[O:15])[C:13]2=[O:14]. Starting materials: ClC(Cl)(Cl)Cl, CC1CCc2cccc3c2N1C(=O)C3=O, O=S(=O)(Cl)Cl.